This data is from the Open Reaction Database (ORD), a public repository of structured organic reaction records. The task is: describe an organic reaction: reactants, conditions, products, and yield Starting materials: [Cr](=O)(=O)([O-])[O-].[Na+].[Na+] (sodium chromate), ClC=1C=C(C=C(C1)Cl)CC1CCC(CC1)O (4-(3,5-dichlorophenylmethyl)cyclohexanol). The solvent is C(C)OCC (diethyl ether). Reaction conditions: time 5 minute. Yields the product ClC=1C=C(C=C(C1)Cl)CC1CCC(CC1)=O (4-(3,5-dichlorophenylmethyl)cyclohexanone). The yield is 36.1%. RXN SMILES: [Cr]([O-])([O-])(=O)=O.[Na+].[Na+].[Cl:8][C:9]1[CH:10]=[C:11]([CH2:16][CH:17]2[CH2:22][CH2:21][CH:20]([OH:23])[CH2:19][CH2:18]2)[CH:12]=[C:13]([Cl:15])[CH:14]=1>C(OCC)C>[Cl:8][C:9]1[CH:10]=[C:11]([CH2:16][CH:17]2[CH2:22][CH2:21][C:20](=[O:23])[CH2:19][CH2:18]2)[CH:12]=[C:13]([Cl:15])[CH:14]=1 |f:0.1.2|. Procedure details: A solution of chromic acid was prepared using 5.6 grams of sodium dichromate, 16.8 mL of water, 4.1 mL of concentrated sulfuric acid, and additional water to provide 28 mL of solution. The sodium chromate solution was cooled to 0° C. and was added dropwise to a stirred, cold (0° C.) solution of 7.3 grams (0.028 mole) of 4-(3,5-dichlorophenylmethyl)cyclohexanol in 15 mL of diethyl ether. The complete addition required about 5 minutes. Upon completion of addition, the reaction mixture was stirred ... Reactants: CC(C)(C)S (tert-butylthiol), [H-].[Na+] (sodium hydride), C(O)([O-])=O.[Na+] (sodium hydrogen carbonate), FC1=C(C=CC=C1)C1=NC=2C(=NC=C(C2)C(F)(F)F)N1C (2-(2-fluorophenyl)-3-methyl-6-trifluoromethyl-3H-imidazo[4,5-b]pyridine). Run in CN(C)C=O (DMF). Conditions: temperature 60 celsius, time 2 hour. Product: C(C)(C)(C)SC1=C(C=CC=C1)C1=NC=2C(=NC=C(C2)C(F)(F)F)N1C (2-(2-tert-butylsulfanylphenyl)-3-methyl-6-trifluoromethyl-3H-imidazo[4,5-b]pyridine). The yield is 88.2%. As a reaction SMILES: [CH3:1][C:2]([SH:5])([CH3:4])[CH3:3].[H-].[Na+].F[C:9]1[CH:14]=[CH:13][CH:12]=[CH:11][C:10]=1[C:15]1[N:27]([CH3:28])[C:18]2=[N:19][CH:20]=[C:21]([C:23]([F:26])([F:25])[F:24])[CH:22]=[C:17]2[N:16]=1.C(=O)([O-])O.[Na+]>CN(C=O)C>[C:2]([S:5][C:9]1[CH:14]=[CH:13][CH:12]=[CH:11][C:10]=1[C:15]1[N:27]([CH3:28])[C:18]2=[N:19][CH:20]=[C:21]([C:23]([F:26])([F:24])[F:25])[CH:22]=[C:17]2[N:16]=1)([CH3:4])([CH3:3])[CH3:1] |f:1.2,4.5|. Procedure: To a mixture of tert-butylthiol (0.67 g) and DMF (12 ml), sodium hydride (60% in oil) was added under ice-cooling. The mixture was stirred under ice-cooling for 10 minutes, and then 2-(2-fluorophenyl)-3-methyl-6-trifluoromethyl-3H-imidazo[4,5-b]pyridine (1.09 g) was added. The mixture was stirred at room temperature for 1 hour, and then stirred with heating at 60° C. for 1.5 hours, then at 80° C. for 2 hours. Into the reaction mixture cooled to room temperature, saturated aqueous sodium hydrogen...